This data is from the Open Reaction Database (ORD), a public repository of structured organic reaction records. The task is: describe an organic reaction: reactants, conditions, products, and yield Reaction SMILES: [ClH:28].[Li:11].[Li:13][CH:14]1[c:15]2[n:16][cH:17][cH:18][cH:19][c:20]2[CH2:21][CH2:22][CH2:23]1.[NH2-:12].[OH2:29].[SiH3:24][N:25]=[C:26]=[S:27].[n:1]1[cH:2][cH:3][cH:4][c:5]2[c:10]1[CH2:9][CH2:8][CH2:7][CH2:6]2>>[n:1]1[cH:2][cH:3][cH:4][c:5]2[c:10]1[CH:9]([C:26]([NH2:25])=[S:27])[CH2:8][CH2:7][CH2:6]2. Yields the product NC(=S)C1CCCc2cccnc21. Starting materials: Cl, [Li], [Li]C1CCCc2cccnc21, [NH2-], O, [SiH3]N=C=S, c1cnc2c(c1)CCCC2. Starting materials: Brc1ccc(C=Cc2csc3ccccc23)s1, [Li]CCCC, [Na+], [OH-], O. Reaction SMILES: [Br:1][c:2]1[cH:3][cH:4][c:5]([CH:7]=[CH:8][c:9]2[c:10]3[c:11]([s:12][cH:13]2)[cH:14][cH:15][cH:16][cH:17]3)[s:6]1.[CH2:18]([Li:19])[CH2:20][CH2:21][CH3:22].[Na+:24].[OH-:23].[OH2:25]>>[c:2]1([C:18](=[O:23])[OH:25])[cH:3][cH:4][c:5]([CH:7]=[CH:8][c:9]2[c:10]3[c:11]([s:12][cH:13]2)[cH:14][cH:15][cH:16][cH:17]3)[s:6]1. Product: O=C(O)c1ccc(C=Cc2csc3ccccc23)s1. Starting materials: CC(C)O, CCC(N)C1(c2ccccc2)CC2CC1CC2Oc1cc2ccnc(OC)c2cc1Cl, O. Product: CCC(N)C1(c2ccccc2)CC2CC1CC2Oc1cc2cc[nH]c(=O)c2cc1Cl. As a reaction SMILES: [CH3:32][CH:33]([OH:34])[CH3:35].[Cl:1][c:2]1[c:3]([O:14][CH:15]2[CH:16]3[CH2:17][C:18]([c:22]4[cH:23][cH:24][cH:25][cH:26][cH:27]4)([CH:28]([CH2:29][CH3:30])[NH2:31])[CH:19]([CH2:20]2)[CH2:21]3)[cH:4][c:5]2[cH:6][cH:7][n:8][c:9]([O:12][CH3:13])[c:10]2[cH:11]1.[OH2:36]>>[Cl:1][c:2]1[c:3]([O:14][CH:15]2[CH:16]3[CH2:17][C:18]([c:22]4[cH:23][cH:24][cH:25][cH:26][cH:27]4)([CH:28]([CH2:29][CH3:30])[NH2:31])[CH:19]([CH2:20]2)[CH2:21]3)[cH:4][c:5]2[cH:6][cH:7][nH:8][c:9](=[O:12])[c:10]2[cH:11]1. The reactants are COC(=O)C=1C=C(C=CC1)N1CC(C(=O)O)CCC1 (1-[3-(methoxycarbonyl)phenyl]nipecotic acid), Cl.ClC1=CC=C(C=C1)C1=CC=C(C=C1)CN ((4′-chlorobiphenyl-4-yl)methylamine hydrochloride). The product is ClC1=CC=C(C=C1)C1=CC=C(C=C1)CNC(=O)C1CN(CCC1)C=1C=C(C(=O)OC)C=CC1 (Methyl 3-[3-[N-[(4′-chlorobiphenyl-4-yl)methyl]carbamoyl]piperidin-1-yl]benzoate). The yield is 69.3%. As a reaction SMILES: [CH3:1][O:2][C:3]([C:5]1[CH:6]=[C:7]([N:11]2[CH2:19][CH2:18][CH2:17][CH:13]([C:14]([OH:16])=O)[CH2:12]2)[CH:8]=[CH:9][CH:10]=1)=[O:4].Cl.[Cl:21][C:22]1[CH:27]=[CH:26][C:25]([C:28]2[CH:33]=[CH:32][C:31]([CH2:34][NH2:35])=[CH:30][CH:29]=2)=[CH:24][CH:23]=1>>[Cl:21][C:22]1[CH:23]=[CH:24][C:25]([C:28]2[CH:33]=[CH:32][C:31]([CH2:34][NH:35][C:14]([CH:13]3[CH2:17][CH2:18][CH2:19][N:11]([C:7]4[CH:6]=[C:5]([CH:10]=[CH:9][CH:8]=4)[C:3]([O:2][CH3:1])=[O:4])[CH2:12]3)=[O:16])=[CH:30][CH:29]=2)=[CH:26][CH:27]=1 |f:1.2|. Procedure: Using 1-[3-(methoxycarbonyl)phenyl]nipecotic acid (108 mg, 0.410 mmol) and (4′-chlorobiphenyl-4-yl)methylamine hydrochloride (95.0 mg, 0.374 mmol), the same procedure was followed as in Step 3a of Example 3 to give 120 mg (69%) of the desired compound as colorless crystals. Reactants: O=C([O-])[O-], C#CCN, CS(C)=O, [F-], O=C(Nc1nnn[nH]1)c1ccc(F)cc1, [K+], [K+], [K+], O. The product is C#CCNc1ccc(C(=O)Nc2nnn[nH]2)cc1. Reaction SMILES: [C:22](=[O:23])([O-:24])[O-:25].[CH2:16]([C:17]#[CH:18])[NH2:19].[CH3:28][S:29]([CH3:30])=[O:31].[F-:20].[F:1][c:2]1[cH:3][cH:4][c:5]([C:6](=[O:7])[NH:8][c:9]2[n:10][n:11][n:12][nH:13]2)[cH:14][cH:15]1.[K+:21].[K+:26].[K+:27].[OH2:32]>>[c:2]1([NH:19][CH2:16][C:17]#[CH:18])[cH:3][cH:4][c:5]([C:6](=[O:7])[NH:8][c:9]2[n:10][n:11][n:12][nH:13]2)[cH:14][cH:15]1. Starting materials: C=CC1=CC=CC=C1 (styrene), N(=C=O)C(C)(C)C1=CC(=CC=C1)C(=C)C (1-(1-isocyanato-1-methylethyl)-3-(1-methylethenyl)benzene), C(C1=CC=CC=C1)(=O)OOC(C)(C)C (t-butyl peroxybenzoate). Product: C=CC1=CC=CC=C1.N(=C=O)C(C)(C)C1=CC(=CC=C1)C(=C)C (styrene 1-(1-isocyanato-1-methylethyl)-3-(1-methylethenyl)benzene). Reaction SMILES: [CH2:1]=[CH:2][C:3]1[CH:8]=[CH:7][CH:6]=[CH:5][CH:4]=1.[N:9]([C:12]([C:15]1[CH:20]=[CH:19][CH:18]=[C:17]([C:21]([CH3:23])=[CH2:22])[CH:16]=1)([CH3:14])[CH3:13])=[C:10]=[O:11].C(OOC(C)(C)C)(=O)C1C=CC=CC=1>>[CH2:1]=[CH:2][C:3]1[CH:8]=[CH:7][CH:6]=[CH:5][CH:4]=1.[N:9]([C:12]([C:15]1[CH:20]=[CH:19][CH:18]=[C:17]([C:21]([CH3:23])=[CH2:22])[CH:16]=1)([CH3:14])[CH3:13])=[C:10]=[O:11] |f:3.4|. Procedure details: copolymer prepared by copolymerizing styrene with 1-(1-isocyanato-1-methylethyl)-3-(1-methylethenyl)benzene (hereinafter referred to as "TMI") (registered trademark) manufactured by Cyanamid Corporation in the presence of t-butyl peroxybenzoate as an initiator by solution polymerization (hereinafter referred to briefly as "PSTMI") Product: FC=1C=C(C=CC1)C=1OC2=C(N1)C=C(C=C2)CSC=2C=CC(=C1CCCC21)OCC(=O)O ({7-[2-(3-Fluoro-phenyl)-benzooxazol-5-ylmethylsulfanyl]-indan-4-yloxy}-acetic acid). Reactants: ClCC=1C=CC2=C(N=C(O2)C2=CC(=CC=C2)F)C1 (5-Chloromethyl-2-(3-fluoro-phenyl)-benzooxazole), COC(COC1=C2CCCC2=C(C=C1)S)=O ((7-Mercapto-indan-4-yloxy)-acetic acid methyl ester), Compound 59A. Procedure details: Compound 69C and Compound 1D were reacted in a manner analogous to Compound 59A to give the title product. MS m/z 464 (M+1). Reaction SMILES: Cl[CH2:2][C:3]1[CH:4]=[CH:5][C:6]2[O:10][C:9]([C:11]3[CH:16]=[CH:15][CH:14]=[C:13]([F:17])[CH:12]=3)=[N:8][C:7]=2[CH:18]=1.C[O:20][C:21](=[O:34])[CH2:22][O:23][C:24]1[CH:32]=[CH:31][C:30]([SH:33])=[C:29]2[C:25]=1[CH2:26][CH2:27][CH2:28]2>>[F:17][C:13]1[CH:12]=[C:11]([C:9]2[O:10][C:6]3[CH:5]=[CH:4][C:3]([CH2:2][S:33][C:30]4[CH:31]=[CH:32][C:24]([O:23][CH2:22][C:21]([OH:34])=[O:20])=[C:25]5[C:29]=4[CH2:28][CH2:27][CH2:26]5)=[CH:18][C:7]=3[N:8]=2)[CH:16]=[CH:15][CH:14]=1. Starting materials: Cl (hydrochloric acid), Cl.ClC1=C(SC(=C1)C)C1CC(C=2C(=CC=NC2C1)C)=O (7-(3-chloro-5-methylthiophen-2-yl)-4-methyl-5,6,7,8-tetrahydroquinolin-5-one hydrochloride), C(=N)(N)NN.Cl (aminoguanidine hydrochloride). Solvent: C(C)O (ethanol). Run at temperature 110 celsius, time 3 hour. Product: Cl.ClC1=C(SC(=C1)C)C1CC(C=2C(=CC=NC2C1)C)=NNC(=N)N (7-(3-chloro-5-methylthiophen-2-yl)-5-guanidinoimino-4-methyl-5,6,7,8-tetrahydroquinoline hydrochloride). Yield: 199.9%. Reaction SMILES: Cl.[Cl:2][C:3]1[CH:7]=[C:6]([CH3:8])[S:5][C:4]=1[CH:9]1[CH2:18][C:17]2[N:16]=[CH:15][CH:14]=[C:13]([CH3:19])[C:12]=2[C:11](=O)[CH2:10]1.[C:21]([NH:24][NH2:25])([NH2:23])=[NH:22].Cl.Cl>C(O)C>[ClH:2].[Cl:2][C:3]1[CH:7]=[C:6]([CH3:8])[S:5][C:4]=1[CH:9]1[CH2:18][C:17]2[N:16]=[CH:15][CH:14]=[C:13]([CH3:19])[C:12]=2[C:11](=[N:25][NH:24][C:21]([NH2:23])=[NH:22])[CH2:10]1 |f:0.1,2.3,6.7|. Procedure details: To a mixture of 7-(3-chloro-5-methylthiophen-2-yl)-4-methyl-5,6,7,8-tetrahydroquinolin-5-one hydrochloride (1 g) and aminoguanidine hydrochloride (0.366 g) were added ethanol (12 ml) and concentrated hydrochloric acid (0.1 ml), and the mixture was stirred at 110° C. (bath temperature) for 3 hours. The reaction solution was cooled to room temperature, and the resulting crystals were filtered and dried to give 7-(3-chloro-5-methylthiophen-2-yl)-5-guanidinoimino-4-methyl-5,6,7,8-tetrahydroquinoline...